This data is from the Open Reaction Database (ORD), a public repository of structured organic reaction records. The task is: describe an organic reaction: reactants, conditions, products, and yield Starting materials: CC(C)CCC[C@@H](C)[C@H]1CC[C@H]2[C@@H]3CC[C@H]4CCCC[C@]4(C)[C@H]3CC[C@]12C (5α-cholestane), [OH-].[Na+] (NaOH). Solvent: C1CCOC1 (THF), CO (MeOH). Run at time 7 hour. The product is CC(C)CCC[C@@H](C)[C@H]1CC[C@H]2[C@@H]3CC[C@H]4C[C@H](CC[C@]4(C)[C@H]3CC[C@]12C)O (5α-cholestan-3β-ol). Isolated yield 65.6%. Reaction SMILES: [CH3:1][CH:2]([CH2:4][CH2:5][CH2:6][C@H:7]([C@@H:9]1[C@:26]2([CH3:27])[C@H:12]([C@H:13]3[C@H:23]([CH2:24][CH2:25]2)[C@:21]2([CH3:22])[C@H:16]([CH2:17][CH2:18][CH2:19][CH2:20]2)[CH2:15][CH2:14]3)[CH2:11][CH2:10]1)[CH3:8])[CH3:3].[OH-:28].[Na+]>C1COCC1.CO>[CH3:3][CH:2]([CH2:4][CH2:5][CH2:6][C@H:7]([C@@H:9]1[C@:26]2([CH3:27])[C@H:12]([C@H:13]3[C@H:23]([CH2:24][CH2:25]2)[C@:21]2([CH3:22])[C@H:16]([CH2:17][C@@H:18]([OH:28])[CH2:19][CH2:20]2)[CH2:15][CH2:14]3)[CH2:11][CH2:10]1)[CH3:8])[CH3:1] |f:1.2|. Procedure: A solution of the fluorobenzoate (46, 27 mg, 0.051 mmol) in THF (2 mL) and MeOH (2 mL) was treated with 1M NaOH (0.2 mL, 0.2 mmol) and allowed to stand at ambient temperature for 7 h. After the solvent was evaporated, the residue was treated with CHCl3 (40 mL) and 10% Na2CO3 solution (30 mL); we then separated the layers, dried the organic layer over MgSO4, and filtered and evaporated it under reduced pressure. Purified on 2 g of Merck grade 60 flash silica gel using MeOH/CHCl3 (5:95) afforded 1... The reactants are C(C)OC(=O)C=1NC2=CC=CC=C2C1CN(C=1N=NN(N1)C)CC1=CC(=CC(=C1)C(F)(F)F)C(F)(F)F (3-{[(3,5-bis-trifluoromethyl-benzyl)-(2-methyl-2H-tetrazol-5-yl)-amino]-methyl}-1H-indole-2-carboxylic acid ethyl ester), [H-].[Na+] (NaH), C1(CC1)C(=O)Cl (Cyclopropanecarbonyl chloride). The solvent is CN(C)C=O (DMF). Conditions: time 15 minute. Yields the product C(C)OC(=O)C=1N(C2=CC=CC=C2C1CN(C=1N=NN(N1)C)CC1=CC(=CC(=C1)C(F)(F)F)C(F)(F)F)C(=O)C1CC1 (3-{[(3,5-bis-trifluoromethyl-benzyl)-(2-methyl-2H-tetrazol-5-yl)-amino]-methyl}-1-cyclopropanecarbonyl-1H-indole-2-carboxylic acid ethyl ester). Yield: 70.8%. RXN SMILES: [H-].[Na+].[CH2:3]([O:5][C:6]([C:8]1[NH:9][C:10]2[C:15]([C:16]=1[CH2:17][N:18]([CH2:25][C:26]1[CH:31]=[C:30]([C:32]([F:35])([F:34])[F:33])[CH:29]=[C:28]([C:36]([F:39])([F:38])[F:37])[CH:27]=1)[C:19]1[N:20]=[N:21][N:22]([CH3:24])[N:23]=1)=[CH:14][CH:13]=[CH:12][CH:11]=2)=[O:7])[CH3:4].[CH:40]1([C:43](Cl)=[O:44])[CH2:42][CH2:41]1>CN(C=O)C>[CH2:3]([O:5][C:6]([C:8]1[N:9]([C:43]([CH:40]2[CH2:42][CH2:41]2)=[O:44])[C:10]2[C:15]([C:16]=1[CH2:17][N:18]([CH2:25][C:26]1[CH:31]=[C:30]([C:32]([F:33])([F:34])[F:35])[CH:29]=[C:28]([C:36]([F:39])([F:38])[F:37])[CH:27]=1)[C:19]1[N:20]=[N:21][N:22]([CH3:24])[N:23]=1)=[CH:14][CH:13]=[CH:12][CH:11]=2)=[O:7])[CH3:4] |f:0.1|. Procedure: To a suspension of NaH (0.004 g, 0.18 mmol) in DMF (5 mL) was added 3-{[(3,5-bis-trifluoromethyl-benzyl)-(2-methyl-2H-tetrazol-5-yl)-amino]-methyl}-1H-indole-2-carboxylic acid ethyl ester (0.05 g, 0.095 mmol), obtained in step (vi) of Example 1, at 0° C., and stirred for 15 min. Cyclopropanecarbonyl chloride (0.012 g, 0.11 mmol) was added to this at the same temperature and the reaction was stirred for 6 h. The aqueous layer was extracted with ethyl acetate (3×20 mL).The combined organic layers ... The reactants are [I-] (iodide), OC1=NC=C(C(=O)OCC)C=C1 (Ethyl 6-hydroxynicotinate), O (water). The solvent is N1=CC=CC=C1 (pyridine). Conditions: temperature 60 celsius, time 8 hour. Product: OC1=NC=C(C(=O)OCC)C=C1I (Ethyl 6-hydroxy-5-iodonicotinate). Isolated yield 82.5%. As a reaction SMILES: [OH:1][C:2]1[CH:12]=[CH:11][C:5]([C:6]([O:8][CH2:9][CH3:10])=[O:7])=[CH:4][N:3]=1.[I-:13].O>N1C=CC=CC=1>[OH:1][C:2]1[C:12]([I:13])=[CH:11][C:5]([C:6]([O:8][CH2:9][CH3:10])=[O:7])=[CH:4][N:3]=1. Procedure details: Ethyl 6-hydroxynicotinate (2.0 g, 12.0 mmol) was dissolved in pyridine (60 mL), which was then added with iodide (6.07 g, 23.9 mmol) and stirred at 60° C. overnight. The reaction solution was then added with water at room temperature and extracted with ethyl acetate. Subsequently, the organic layer was washed with a saturated aqueous solution of sodium sulfite and brine, and dried over sodium sulfate. The obtained residue was purified using column chromatography (chloroform/methanol) and concent... Starting materials: FC1=CC=C(C=C1)C1=NOC=C1C(=O)O (3-(4-Fluorophenyl)isoxazole-4-carboxylic acid), NCCCN1CCN(CC1)C1=C(C=CC=C1)OCC(F)(F)F (1-(3-Aminopropyl)-4-[2-(2,2,2,-trifluoroethoxy)phenyl]piperazine), NCCCN1CCN(CC1)C1=C(C=C(C=C1)F)OCC(F)(F)F (1-(3-Aminopropyl)-4-[4-fluoro-2-(2,2,2-trifluoroethoxy)phenyl]piperazine). Yields the product C1(=CC=CC=C1)C1=NOC=C1C(=O)NCCCN1CCN(CC1)C1=C(C=CC=C1)OCC(F)(F)F (3-Phenyl-N-[3-[4-[2-(2,2,2-trifluoroethoxy)phenyl]-1-piperazinyl]propyl]isoxazole-4-carboxamide). Yield: 88.0%. RXN SMILES: F[C:2]1[CH:7]=[CH:6][C:5]([C:8]2[C:12]([C:13]([OH:15])=O)=[CH:11][O:10][N:9]=2)=[CH:4][CH:3]=1.[NH2:16][CH2:17][CH2:18][CH2:19][N:20]1[CH2:25][CH2:24][N:23]([C:26]2[CH:31]=[CH:30][CH:29]=[CH:28][C:27]=2[O:32][CH2:33][C:34]([F:37])([F:36])[F:35])[CH2:22][CH2:21]1.NCCCN1CCN(C2C=CC(F)=CC=2OCC(F)(F)F)CC1>>[C:5]1([C:8]2[C:12]([C:13]([NH:16][CH2:17][CH2:18][CH2:19][N:20]3[CH2:21][CH2:22][N:23]([C:26]4[CH:31]=[CH:30][CH:29]=[CH:28][C:27]=4[O:32][CH2:33][C:34]([F:36])([F:37])[F:35])[CH2:24][CH2:25]3)=[O:15])=[CH:11][O:10][N:9]=2)[CH:4]=[CH:3][CH:2]=[CH:7][CH:6]=1. Reported procedure: The title compound was prepared according to the procedure described in Example 8, but substituting compound 15B for Compound 8D and Compound 12B for Compound 8B. Purification by flash chromatography (ethyl acetate-2 N ammonia in methanol 95:5) yielded the title product (88%). M.p. 94.5-95.6° C. Reactants: Cc1ccc2[nH]c3c(c2c1)CN(c1ccc(Br)cc1)CC3, C=Cc1ccc(C)nc1, CN1CCCC1=O, [K+], [OH-]. Yields the product Cc1ccc2c(c1)c1c(n2CCc2ccc(C)nc2)CCN(c2ccc(Br)cc2)C1. As a reaction SMILES: [Br:1][c:2]1[cH:3][cH:4][c:5]([N:8]2[CH2:9][c:10]3[c:11]([nH:12][c:13]4[cH:14][cH:15][c:16]([CH3:19])[cH:17][c:18]34)[CH2:20][CH2:21]2)[cH:6][cH:7]1.[CH3:22][c:23]1[n:24][cH:25][c:26]([CH:29]=[CH2:30])[cH:27][cH:28]1.[CH3:33][N:34]1[CH2:35][CH2:36][CH2:37][C:38]1=[O:39].[K+:32].[OH-:31]>>[Br:1][c:2]1[cH:3][cH:4][c:5]([N:8]2[CH2:9][c:10]3[c:11]([n:12]([CH2:30][CH2:29][c:26]4[cH:25][n:24][c:23]([CH3:22])[cH:28][cH:27]4)[c:13]4[cH:14][cH:15][c:16]([CH3:19])[cH:17][c:18]34)[CH2:20][CH2:21]2)[cH:6][cH:7]1. The product is ICC1C2=C(C3=C(C(N1)=O)C=CC=C3)C=CC=C2 (7-Iodomethyl-6,7-dihydro-dibenzo[c,e]azepin-5-one). Run at temperature 50 celsius, time 18 hour. Reported procedure: To a solution of methanesulfonic acid 7-oxo-6,7-dihydro-5H-dibenzo[c,e]azepin-5-ylmethyl ester in acetone (5 mL) is added NaI and the mixture is stirred at 50° C. for 18 h. The solvent is removed under reduced pressure and EtOAc is added. The solution is washed sequentially with sodium bisulfite solution, water and brine and is dried over magnesium sulfate. The solvent is removed under reduced pressure and the residue purified by flash chromatography using a gradient of 0-100% EtOAc/hexane as el... Solvent: CC(=O)C (acetone). Starting materials: O=C1C2=C(C3=C(C(N1)COS(=O)(=O)C)C=CC=C3)C=CC=C2 (methanesulfonic acid 7-oxo-6,7-dihydro-5H-dibenzo[c,e]azepin-5-ylmethyl ester), [Na+].[I-] (NaI). RXN SMILES: [O:1]=[C:2]1[NH:8][CH:7]([CH2:9]OS(C)(=O)=O)[C:6]2[CH:15]=[CH:16][CH:17]=[CH:18][C:5]=2[C:4]2[CH:19]=[CH:20][CH:21]=[CH:22][C:3]1=2.[Na+].[I-:24]>CC(C)=O>[I:24][CH2:9][CH:7]1[NH:8][C:2](=[O:1])[C:3]2[CH:22]=[CH:21][CH:20]=[CH:19][C:4]=2[C:5]2[CH:18]=[CH:17][CH:16]=[CH:15][C:6]1=2 |f:1.2|. Reactants: B(Br)(Br)Br (BBr3), amine, ClC1=C(C=C(C=C1)OC)C1=CC2=C(N=C(N=N2)NC2=CC(=CC=C2)S(=O)(=O)N2CCN(CC2)C)C(=C1)C ([7-(2-chloro-5-methoxy-phenyl)-5-methyl-benzo[1,2,4]triazin-3-yl]-[3-(4-methyl-piperazine-1-sulfonyl)-phenyl]-amine). The solvent is C(Cl)Cl (DCM). Reaction conditions: time 2 hour. Product: ClC1=C(C=C(C=C1)O)C1=CC2=C(N=C(N=N2)NC2=CC(=CC=C2)S(=O)(=O)N2CCN(CC2)C)C(=C1)C (4-chloro-3-{5-methyl-3-[3-(4-methyl-piperazine-1-sulfonyl)-phenylamino]-benzo[1,2,4]triazin-7-yl}-phenol). Reaction SMILES: [Cl:1][C:2]1[CH:7]=[CH:6][C:5]([O:8]C)=[CH:4][C:3]=1[C:10]1[CH:36]=[C:35]([CH3:37])[C:13]2[N:14]=[C:15]([NH:18][C:19]3[CH:24]=[CH:23][CH:22]=[C:21]([S:25]([N:28]4[CH2:33][CH2:32][N:31]([CH3:34])[CH2:30][CH2:29]4)(=[O:27])=[O:26])[CH:20]=3)[N:16]=[N:17][C:12]=2[CH:11]=1.B(Br)(Br)Br>C(Cl)Cl>[Cl:1][C:2]1[CH:7]=[CH:6][C:5]([OH:8])=[CH:4][C:3]=1[C:10]1[CH:36]=[C:35]([CH3:37])[C:13]2[N:14]=[C:15]([NH:18][C:19]3[CH:24]=[CH:23][CH:22]=[C:21]([S:25]([N:28]4[CH2:33][CH2:32][N:31]([CH3:34])[CH2:30][CH2:29]4)(=[O:26])=[O:27])[CH:20]=3)[N:16]=[N:17][C:12]=2[CH:11]=1. Reported procedure: [7-(2-chloro-5-methoxy-phenyl)-5-methyl-benzo[1,2,4]triazin-3-yl]-[3-(4-methyl-piperazine-1-sulfonyl)-phenyl]-amine (0.0742 mmol, 1.0 equiv) was dissolved in 5 mL anhydrous DCM and placed under an argon atmosphere. 200 mL of BBr3 (0.1 M) was added via syringe to the amine solution and stirred at room temperature for 2 h. BBr3 was quenched with saturated NaHCO3 until pH was adjusted to 7. The mixture was filtered and rinsed with water and Et2O to give 4-chloro-3-{5-methyl-3-[3-(4-methyl-piperazin... Reactants: CC(/C=C/C(=O)OCC)(CCCCCOC1OCCCC1)C ((E)-Ethyl 4,4-dimethyl-9-(tetrahydro-2H-pyran-2-yloxy)non-2-enoate). Reagents/catalysts: [Pd] (palladium on carbon). Solvent: IMS. Run at time 8 hour. Yields the product CC(CCC(=O)OCC)(CCCCCOC1OCCCC1)C (Ethyl 4,4-dimethyl-9-(tetrahydro-2H-pyran-2-yloxy)nonanoate). As a reaction SMILES: [CH3:1][C:2]([CH3:22])([CH2:10][CH2:11][CH2:12][CH2:13][CH2:14][O:15][CH:16]1[CH2:21][CH2:20][CH2:19][CH2:18][O:17]1)/[CH:3]=[CH:4]/[C:5]([O:7][CH2:8][CH3:9])=[O:6]>[Pd]>[CH3:22][C:2]([CH3:1])([CH2:10][CH2:11][CH2:12][CH2:13][CH2:14][O:15][CH:16]1[CH2:21][CH2:20][CH2:19][CH2:18][O:17]1)[CH2:3][CH2:4][C:5]([O:7][CH2:8][CH3:9])=[O:6]. Reported procedure: A solution of (E)-Ethyl 4,4-dimethyl-9-(tetrahydro-2H-pyran-2-yloxy)non-2-enoate (example 285, step d) (0.89 g) in IMS (industrial methylated spirits) (10 mL) was treated with palladium on carbon (spatula tip) under nitrogen then the flask was purged with hydrogen (×3) then stirred under an atmosphere of hydrogen overnight. A further portion of palladium on carbon was added and hydrogenation resumed for a further 24 hours. The catalyst was removed by filtration through diatomaceous earth and the...